Dataset: the Open Reaction Database (ORD), a public repository of structured organic reaction records. Task: describe an organic reaction: reactants, conditions, products, and yield Reactants: FC(C1=NC(=CC(=C1C(=O)OC)O)C(F)(F)F)(F)F (2,6-bis(trifluoromethyl)-3-methoxycarbonyl-4-hydroxy pyridine), O=P(Cl)(Cl)Cl (POCl3). Yields the product FC(C1=NC(=CC(=C1C(=O)OC)Cl)C(F)(F)F)(F)F (2,6-bis(trifluoromethyl)-3-methoxycarbonyl-4-chloropyridine). Reaction SMILES: [F:1][C:2]([F:19])([F:18])[C:3]1[C:8]([C:9]([O:11][CH3:12])=[O:10])=[C:7](O)[CH:6]=[C:5]([C:14]([F:17])([F:16])[F:15])[N:4]=1.O=P(Cl)(Cl)[Cl:22]>>[F:1][C:2]([F:19])([F:18])[C:3]1[C:8]([C:9]([O:11][CH3:12])=[O:10])=[C:7]([Cl:22])[CH:6]=[C:5]([C:14]([F:17])([F:16])[F:15])[N:4]=1. Procedure: The Route A below schematically depicts a method whereby the substituted pyridine compounds of this invention may be prepared from compounds which are known in the art. In this route, acetone dicarboxylic acid 1 is cyclized into the corresponding anhydride 2 by reacting it with acetic anhydride. The anhydride 2 is dissolved in methanol and stirred to form the acetone dicarboxylic acid monomethyl ester 3. The monomethyl ester is then reacted with isobutylene in acid and a suitable organic solvent... Starting materials: C1(CCCCC1)C[C@@H](C(CC)=O)NC(OC(C)(C)C)=O ((S)-tert-butyl 1-cyclohexyl-3-oxopentan-2-ylcarbamate), [BH4-].[Na+] (NaBH4), [NH4+].[Cl-] (NH4Cl). Run in C1CCOC1.CO (THF MeOH). Reaction conditions: time 20 minute. Product: C1(CCCCC1)C[C@@H](C(CC)O)NC(OC(C)(C)C)=O ((S)-tert-butyl 1-cyclohexyl-3-hydroxypentan-2-ylcarbamate). As a reaction SMILES: [CH:1]1([CH2:7][C@H:8]([NH:13][C:14](=[O:20])[O:15][C:16]([CH3:19])([CH3:18])[CH3:17])[C:9](=[O:12])[CH2:10][CH3:11])[CH2:6][CH2:5][CH2:4][CH2:3][CH2:2]1.[BH4-].[Na+].[NH4+].[Cl-]>C1COCC1.CO>[CH:1]1([CH2:7][C@H:8]([NH:13][C:14](=[O:20])[O:15][C:16]([CH3:19])([CH3:18])[CH3:17])[CH:9]([OH:12])[CH2:10][CH3:11])[CH2:2][CH2:3][CH2:4][CH2:5][CH2:6]1 |f:1.2,3.4,5.6|. Reported procedure: To a solution of (S)-tert-butyl 1-cyclohexyl-3-oxopentan-2-ylcarbamate in THF/MeOH (604/15 mL) at 0° C. was carefully added NaBH4 (630 mg, 16.66 mmol). After 20 min, sat. aq. NH4Cl was added to quench the reaction, and extracted with EtOAc, washed with brine, dried over Na2SO4, filtered, and concentrated to give (S)-tert-butyl 1-cyclohexyl-3-hydroxypentan-2-ylcarbamate (4.77 g, 96%, in a ratio of 40:60) as a white solid. MS ESI +ve m/z 286 (M+H). The reactants are COC1=CC(=CC2=C1C(=CO2)COC2=C1C=C(NC1=CC=C2)C(=O)O)OC (4-(4,6-dimethoxy-benzofuran-3-ylmethoxy)-1H-indole-2-carboxylic acid), Cl.Cl.Cl.NC1CCN(CC1)C[C@H](C)N1C[C@@H]([C@H](CC1)O)C ((3S,4S)-1-[(S)-2-(4-Amino-piperidin-1-yl)-1-methyl-ethyl]-3-methyl-piperidin-4-ol tri-hydrochloride). Yields the product O[C@@H]1[C@H](CN(CC1)[C@H](CN1CCC(CC1)NC(=O)C=1NC2=CC=CC(=C2C1)OCC1=COC2=C1C(=CC(=C2)OC)OC)C)C (4-(4,6-Dimethoxy-benzofuran-3-ylmethoxy)-1H-indole-2-carboxylic acid {1-[(S)-2-((3S,4S)-4-hydroxy-3-methyl-piperidin-1-yl)-propyl]-piperidin-4-yl}-amide). Reaction SMILES: [CH3:1][O:2][C:3]1[C:8]2[C:9]([CH2:12][O:13][C:14]3[CH:22]=[CH:21][CH:20]=[C:19]4[C:15]=3[CH:16]=[C:17]([C:23]([OH:25])=O)[NH:18]4)=[CH:10][O:11][C:7]=2[CH:6]=[C:5]([O:26][CH3:27])[CH:4]=1.Cl.Cl.Cl.[NH2:31][CH:32]1[CH2:37][CH2:36][N:35]([CH2:38][C@@H:39]([N:41]2[CH2:46][CH2:45][C@H:44]([OH:47])[C@@H:43]([CH3:48])[CH2:42]2)[CH3:40])[CH2:34][CH2:33]1>>[OH:47][C@H:44]1[CH2:45][CH2:46][N:41]([C@@H:39]([CH3:40])[CH2:38][N:35]2[CH2:34][CH2:33][CH:32]([NH:31][C:23]([C:17]3[NH:18][C:19]4[C:15]([CH:16]=3)=[C:14]([O:13][CH2:12][C:9]3[C:8]5[C:3]([O:2][CH3:1])=[CH:4][C:5]([O:26][CH3:27])=[CH:6][C:7]=5[O:11][CH:10]=3)[CH:22]=[CH:21][CH:20]=4)=[O:25])[CH2:37][CH2:36]2)[CH2:42][C@@H:43]1[CH3:48] |f:1.2.3.4|. Procedure details: This compound is synthesized analogously to example 1 from 4-(4,6-dimethoxy-benzofuran-3-ylmethoxy)-1H-indole-2-carboxylic acid, 126 (see example 99) and amine 56. Reactants: ClS(=O)(=O)C=1C=C(C(=O)O)C=CC1NC (3-(chlorosulfonyl)-4-(methylamino)benzoic acid), CNCC(=O)OC (methyl 2-(methylamino)acetate). Product: COC(CN(S(=O)(=O)C=1C=C(C(=O)O)C=CC1NC)C)=O (3-(N-(2-methoxy-2-oxoethyl)-N-methylsulfamoyl)-4-(methylamino)-benzoic acid). As a reaction SMILES: Cl[S:2]([C:5]1[CH:6]=[C:7]([CH:11]=[CH:12][C:13]=1[NH:14][CH3:15])[C:8]([OH:10])=[O:9])(=[O:4])=[O:3].[CH3:16][NH:17][CH2:18][C:19]([O:21][CH3:22])=[O:20]>>[CH3:22][O:21][C:19](=[O:20])[CH2:18][N:17]([CH3:16])[S:2]([C:5]1[CH:6]=[C:7]([CH:11]=[CH:12][C:13]=1[NH:14][CH3:15])[C:8]([OH:10])=[O:9])(=[O:4])=[O:3]. Procedure details: 3-(Chlorosulfonyl)-4-(methylamino)benzoic acid 1.2 was reacted with methyl 2-(methylamino)acetate Ad following the procedure described in Example 1A. The reactants are CC(=O)ON(CC(Cc1ccc(Oc2ccc(Oc3ccc(Cl)cc3)cc2)cc1)NC(=O)OC(C)(C)C)C(C)=O, C[O-], CO, [Na+]. Product: CC(=O)N(O)CC(Cc1ccc(Oc2ccc(Oc3ccc(Cl)cc3)cc2)cc1)NC(=O)OC(C)(C)C. RXN SMILES: [C:1]([CH3:2])([CH3:3])([CH3:4])[O:5][C:6]([NH:7][CH:8]([CH2:9][c:10]1[cH:11][cH:12][c:13]([O:16][c:17]2[cH:18][cH:19][c:20]([O:23][c:24]3[cH:25][cH:26][c:27]([Cl:30])[cH:28][cH:29]3)[cH:21][cH:22]2)[cH:14][cH:15]1)[CH2:31][N:32]([C:33]([CH3:34])=[O:35])[O:36][C:37](=[O:38])[CH3:39])=[O:40].[CH3:41][O-:42].[CH3:44][OH:45].[Na+:43]>>[C:1]([CH3:2])([CH3:3])([CH3:4])[O:5][C:6]([NH:7][CH:8]([CH2:9][c:10]1[cH:11][cH:12][c:13]([O:16][c:17]2[cH:18][cH:19][c:20]([O:23][c:24]3[cH:25][cH:26][c:27]([Cl:30])[cH:28][cH:29]3)[cH:21][cH:22]2)[cH:14][cH:15]1)[CH2:31][N:32]([C:33]([CH3:34])=[O:35])[OH:36])=[O:40].